This data is from the Open Reaction Database (ORD), a public repository of structured organic reaction records. The task is: describe an organic reaction: reactants, conditions, products, and yield Reactants: C(C)C1=C(N)C(=CC=C1)C (2-ethyl-6-methylaniline), C([O-])([O-])=O.[K+].[K+] (potassium carbonate), BrCC1=NSN=C1C (3-bromomethyl-4-methyl-1,2,5-thiadiazole). Run in CN(C=O)C (dimethylformamide). Reaction conditions: temperature 100 celsius. Product: C(C)C1=C(NCC2=NSN=C2C)C(=CC=C1)C (2-ethyl-6-methyl-N-(4-methyl-1,2,5-thiadiazol-3-yl-methyl)-aniline). Isolated yield 73.7%. As a reaction SMILES: [CH2:1]([C:3]1[CH:9]=[CH:8][CH:7]=[C:6]([CH3:10])[C:4]=1[NH2:5])[CH3:2].C(=O)([O-])[O-].[K+].[K+].Br[CH2:18][C:19]1[C:23]([CH3:24])=[N:22][S:21][N:20]=1>CN(C)C=O>[CH2:1]([C:3]1[CH:9]=[CH:8][CH:7]=[C:6]([CH3:10])[C:4]=1[NH:5][CH2:18][C:19]1[C:23]([CH3:24])=[N:22][S:21][N:20]=1)[CH3:2] |f:1.2.3|. Reported procedure: A mixture of 68 g (0.652 mol) of 2-ethyl-6-methylaniline, 45 g (0.326 mol) of powdered potassium carbonate and 30 ml of dimethylformamide was heated to 100° C. and 63 g (0.326 mol) of 3-bromomethyl-4-methyl-1,2,5-thiadiazole were added dropwise, while stirring. The mixture was stirred at 100° C. for a further 5 hours, the inorganic precipitate was filtered off and the filtrate was distilled. 59.4 g (77.4% of theory) of 2-ethyl-6-methyl-N-(4-methyl-1,2,5-thiadiazol-3-yl-methyl)-aniline of boiling... The reactants are CCCc1cc(C(=O)OC)ccc1OC(C(=O)OCC)c1ccc2c(c1)OCO2, CO, [Na+], [OH-]. The product is CCCc1cc(C(=O)OC)ccc1OC(C(=O)O)c1ccc2c(c1)OCO2. Reaction SMILES: [C:1](=[O:2])([O:3][CH3:4])[c:5]1[cH:6][c:7]([CH2:27][CH2:28][CH3:29])[c:8]([O:9][CH:10]([C:11](=[O:12])[O:13][CH2:14][CH3:15])[c:16]2[cH:17][c:18]3[c:19]([cH:20][cH:21]2)[O:22][CH2:23][O:24]3)[cH:25][cH:26]1.[CH3:32][OH:33].[Na+:31].[OH-:30]>>[C:1](=[O:2])([O:3][CH3:4])[c:5]1[cH:6][c:7]([CH2:27][CH2:28][CH3:29])[c:8]([O:9][CH:10]([C:11](=[O:12])[OH:13])[c:16]2[cH:17][c:18]3[c:19]([cH:20][cH:21]2)[O:22][CH2:23][O:24]3)[cH:25][cH:26]1. Yields the product Cc1ccc(S(=O)c2ccc(CBr)cc2)cc1. As a reaction SMILES: [Br:17][N:18]1[C:19](=[O:20])[CH2:21][CH2:22][C:23]1=[O:24].[CH3:1][c:2]1[cH:3][cH:4][c:5]([S:8](=[O:9])[c:10]2[cH:11][cH:12][c:13]([CH3:16])[cH:14][cH:15]2)[cH:6][cH:7]1.[Cl:37][C:38]([Cl:39])([Cl:40])[Cl:41].[N:25]([C:26]([CH3:27])([CH3:28])[C:29]#[N:30])=[N:31][C:32]([CH3:33])([CH3:34])[C:35]#[N:36]>>[CH3:1][c:2]1[cH:3][cH:4][c:5]([S:8](=[O:9])[c:10]2[cH:11][cH:12][c:13]([CH2:16][Br:17])[cH:14][cH:15]2)[cH:6][cH:7]1. Reactants: O=C1CCC(=O)N1Br, Cc1ccc(S(=O)c2ccc(C)cc2)cc1, ClC(Cl)(Cl)Cl, CC(C)(C#N)N=NC(C)(C)C#N. The reactants are COC(=O)C(CCCCCCC(=O)OC)(CCCC(CCCCC)OC(C)=O)S(=O)(=O)C (methyl 8-methoxycarbonyl-8-methylsulfonyl-12-acetoxyheptadecanoate), COC(=O)C(CCCCCCC(=O)OC)(CC=CC(CCCCC)OC(C)=O)S(=O)(=O)C (methyl 8-methyoxycarbonyl-8-methylsulfonyl-12-acetoxy-10-heptadecenoate). Yields the product CS(=O)(=O)C(CCCCCCC(=O)OC)CC=CC(CCCCC)OC(C)=O (methyl 8-methylsulfonyl-12-acetoxy-10-heptadecenoate). As a reaction SMILES: COC([C:5]([S:29]([CH3:32])(=[O:31])=[O:30])([CH2:16][CH2:17][CH2:18][CH:19]([O:25][C:26](=[O:28])[CH3:27])[CH2:20][CH2:21][CH2:22][CH2:23][CH3:24])[CH2:6][CH2:7][CH2:8][CH2:9][CH2:10][CH2:11][C:12]([O:14][CH3:15])=[O:13])=O.COC(C(S(C)(=O)=O)(CC=CC(OC(=O)C)CCCCC)CCCCCCC(OC)=O)=O>>[CH3:32][S:29]([CH:5]([CH2:16][CH:17]=[CH:18][CH:19]([O:25][C:26](=[O:28])[CH3:27])[CH2:20][CH2:21][CH2:22][CH2:23][CH3:24])[CH2:6][CH2:7][CH2:8][CH2:9][CH2:10][CH2:11][C:12]([O:14][CH3:15])=[O:13])(=[O:30])=[O:31]. Reported procedure: This compound is prepared by the procedure of Example 3, Step D, except that the methyl 8-methoxycarbonyl-8-methylsulfonyl-12-acetoxyheptadecanoate is replaced by an equivalent quantity of methyl 8-methyoxycarbonyl-8-methylsulfonyl-12-acetoxy-10-heptadecenoate. Reactants: C(C)(=O)OC(C)=O (acetic anhydride), ice water, O[C@@]1(CC(C[C@@H]2CC[C@H]3[C@@H]4[C@H](CC([C@@]4(C)CC[C@@H]3[C@@]12C)=O)O)=O)C (1β,15α-dihydroxy-1α-methyl-5α-androstane-3,17-dione). Solvent: C(C)(=O)OCC (ethyl acetate), N1=CC=CC=C1 (pyridine). Yields the product C(C)(=O)O[C@H]1CC([C@]2(C)[C@@H]1[C@@H]1CC[C@H]3CC(C[C@@]([C@]3(C)[C@H]1CC2)(C)O)=O)=O (15α-acetoxy-1β-hydroxy-1α-methyl-5α-androstane-3,17-dione). RXN SMILES: [C:1]([O:4][C:5](=[O:7])[CH3:6])(=O)[CH3:2].[OH:8][C@@:9]1([CH3:31])[C@@:26]2([CH3:27])[C@@H:13]([CH2:14][CH2:15][C@@H:16]3[C@@H:25]2[CH2:24][CH2:23][C@@:21]2([CH3:22])[C@H:17]3[C@@H](O)C[C:20]2=[O:28])[CH2:12][C:11](=[O:30])[CH2:10]1>N1C=CC=CC=1.C(OCC)(=O)C>[C:5]([O:4][C@@H:1]1[C@H:17]2[C@H:16]3[C@H:25]([CH2:24][CH2:23][C@:21]2([CH3:22])[C:20](=[O:28])[CH2:2]1)[C@:26]1([CH3:27])[C@H:13]([CH2:12][C:11](=[O:30])[CH2:10][C@:9]1([OH:8])[CH3:31])[CH2:14][CH2:15]3)(=[O:7])[CH3:6]. Procedure: 20 ml of acetic anhydride is instilled at room temperature in 10.0 g of 1β,15α-dihydroxy-1α-methyl-5α-androstane-3,17-dione in 40 ml of pyridine. The reaction mixture is stirred into ice/water after 2.5 hours. The precipitated product is suctioned off, dissolved in ethyl acetate and washed neutral with water. The crude product is chromatographed on silica gel with a hexane-ethyl acetate gradient. 8.6 g of 15α-acetoxy-1β-hydroxy-1α-methyl-5α-androstane-3,17-dione is obtained. Melting point 170.0°... The reactants are C(C)(C)(C)OC(=O)N1CCC(=CC1)C1=C(SC=C1)C(=O)OC (4-(2-methoxycarbonylthiophen-3-yl)-3,6-dihydro-2H-pyridine-1-carboxylic acid t-butyl ester). Reaction SMILES: [C:1]([O:5][C:6]([N:8]1[CH2:13][CH:12]=[C:11]([C:14]2[CH:18]=[CH:17][S:16][C:15]=2[C:19]([O:21][CH3:22])=[O:20])[CH2:10][CH2:9]1)=[O:7])([CH3:4])([CH3:3])[CH3:2]>CO.[OH-].[OH-].[Pd+2]>[C:1]([O:5][C:6]([N:8]1[CH2:13][CH2:12][CH:11]([C:14]2[CH:18]=[CH:17][S:16][C:15]=2[C:19]([O:21][CH3:22])=[O:20])[CH2:10][CH2:9]1)=[O:7])([CH3:4])([CH3:3])[CH3:2] |f:2.3.4|. The yield is 95.8%. Reagents/catalysts: [OH-].[OH-].[Pd+2] (Pd(OH)2/C). Run in CO (MeOH). Procedure details: A solution of 4-(2-methoxycarbonylthiophen-3-yl)-3,6-dihydro-2H-pyridine-1-carboxylic acid t-butyl ester (2.5 g, 7.7 mmol, 1.0 eq.) and Pd(OH)2/C (0.5 g, 0.6 mmol) in MeOH (70 mL) was degassed and purged with hydrogen (3×). The mixture was hydrogenated (4 atm) at room temperature overnight, then the vessel was evacuated and purged with nitrogen, and the material was filtered and washed with MeOH (150 mL). The remaining material was concentrated then again was hydrogenated (4 atm) at room tempera... Product: C(C)(C)(C)OC(=O)N1CCC(CC1)C1=C(SC=C1)C(=O)OC (4-(2-methoxycarbonylthiophen-3-yl)piperidine-1-carboxylic acid t-butyl ester). Reactants: C(C)(C)(C)OC(NCC#CCN)=O ((4-Amino-but-2-ynyl)-carbamic acid tert-butyl ester), FC1=CC=C(C=C1)C(CCCCC(=O)O)C1=CC=C(C=C1)F (6,6-bis-(4-fluorophenyl)-hexanoic acid), C(CCl)Cl (EDC). Reagents/catalysts: CN(C)C=1C=CN=CC1 (DMAP). Run in C(Cl)Cl (CH2Cl2). Conditions: time 8 hour. Product: C(C)(C)(C)OC(NCC#CCNC(CCCCC(C1=CC=C(C=C1)F)C1=CC=C(C=C1)F)=O)=O ({4-[6,6-bis-(4-fluoro-phenyl)-hexanoylamino]-but-2-ynyl}-carbamic acid tert-butyl ester). Isolated yield 72.0%. As a reaction SMILES: [C:1]([O:5][C:6](=[O:13])[NH:7][CH2:8][C:9]#[C:10][CH2:11][NH2:12])([CH3:4])([CH3:3])[CH3:2].[F:14][C:15]1[CH:20]=[CH:19][C:18]([CH:21]([C:29]2[CH:34]=[CH:33][C:32]([F:35])=[CH:31][CH:30]=2)[CH2:22][CH2:23][CH2:24][CH2:25][C:26](O)=[O:27])=[CH:17][CH:16]=1.C(Cl)CCl>C(Cl)Cl.CN(C1C=CN=CC=1)C>[C:1]([O:5][C:6](=[O:13])[NH:7][CH2:8][C:9]#[C:10][CH2:11][NH:12][C:26](=[O:27])[CH2:25][CH2:24][CH2:23][CH2:22][CH:21]([C:29]1[CH:30]=[CH:31][C:32]([F:35])=[CH:33][CH:34]=1)[C:18]1[CH:19]=[CH:20][C:15]([F:14])=[CH:16][CH:17]=1)([CH3:4])([CH3:2])[CH3:3]. Procedure: To a solution of (4-Amino-but-2-ynyl)-carbamic acid tert-butyl ester (0.8 g, 4.34 mmol) in dry CH2Cl2 (40 ml) was added 6,6-bis-(4-fluorophenyl)-hexanoic acid (1.32 g, 4.4 mmol) under nitrogen. To the reaction was added EDC (1.66 g, 8.68 mmol) and DMAP (cat) and the reaction mixture stirred under nitrogen at room temperature overnight. The reaction was then concentrated under reduced pressure. The residue dissolved in ethyl acetate: water (10:1) (150 ml). The organic was washed with water (30 ml...